Dataset: the Open Reaction Database (ORD), a public repository of structured organic reaction records. Task: describe an organic reaction: reactants, conditions, products, and yield Starting materials: C(C)OC(=O)C=1NC2=C(C=C(C=C2C1)F)Br (7-bromo-5-fluoro-1H-indole-2-carboxylic acid ethyl ester), C(C)(C)(C)OC(=O)N1S(O[C@H](C1)C)(=O)=O ((S)-5-methyl-2,2-dioxo-[1,2,3]oxathiazolidine-3-carboxylic acid tert-butyl ester). The product is C(C)OC(=O)C=1N(C2=C(C=C(C=C2C1)F)Br)[C@@H](CNC(=O)OC(C)(C)C)C ((R)-7-Bromo-1-(2-tert-butoxycarbonylamino-1-methyl-ethyl)-5-fluoro-1H-indole-2-carboxylic acid ethyl ester). As a reaction SMILES: [CH2:1]([O:3][C:4]([C:6]1[NH:7][C:8]2[C:13]([CH:14]=1)=[CH:12][C:11]([F:15])=[CH:10][C:9]=2[Br:16])=[O:5])[CH3:2].[C:17]([O:21][C:22]([N:24]1[CH2:28][C@H:27]([CH3:29])OS1(=O)=O)=[O:23])([CH3:20])([CH3:19])[CH3:18]>>[CH2:1]([O:3][C:4]([C:6]1[N:7]([C@H:27]([CH3:29])[CH2:28][NH:24][C:22]([O:21][C:17]([CH3:20])([CH3:19])[CH3:18])=[O:23])[C:8]2[C:13]([CH:14]=1)=[CH:12][C:11]([F:15])=[CH:10][C:9]=2[Br:16])=[O:5])[CH3:2]. Procedure details: The title compound, ISP-MS: m/e=(M+H+), was prepared in accordance with the general method of example 12b) from 7-bromo-5-fluoro-1H-indole-2-carboxylic acid ethyl ester (10.0 g, 0.035 mol) and (S)-5-methyl-2,2-dioxo-[1,2,3]oxathiazolidine-3-carboxylic acid tert-butyl ester 10 g, 0.042 mol). The product was isolated as a viscous yellow oil, (10.1 g, 65%); ISP MS: 445.3 (M+H)+ The reactants are P(OCC)(OCC)OCC (triethyl phosphite), ClCC=1C=CC2=C(NC3=C(S2)N=CC=N3)C1 (8-chloromethyl-10H-pyrazino[2,3-b][1,4]benzothiazine), C(C)OCC (diethyl ether). The solvent is CCCCCC (n-hexane). Conditions: temperature 160 celsius. Product: C(C)OP(OCC)(=O)C=1C=CC2=C(NC3=C(S2)N=CC=N3)C1 (Diethyl(10H-pyrazino[2,3-b][1,4]benzothiazin-8-yl)phosphonate). RXN SMILES: [P:1]([O:8][CH2:9][CH3:10])([O:5][CH2:6][CH3:7])[O:2]CC.ClC[C:13]1[CH:14]=[CH:15][C:16]2[S:21][C:20]3[N:22]=[CH:23][CH:24]=[N:25][C:19]=3[NH:18][C:17]=2[CH:26]=1.C(OCC)C>CCCCCC>[CH2:9]([O:8][P:1]([C:13]1[CH:14]=[CH:15][C:16]2[S:21][C:20]3[N:22]=[CH:23][CH:24]=[N:25][C:19]=3[NH:18][C:17]=2[CH:26]=1)(=[O:2])[O:5][CH2:6][CH3:7])[CH3:10]. Procedure details: To 2 ml of triethyl phosphite was added 0.374 g of 8-chloromethyl-10H-pyrazino[2,3-b][1,4]benzothiazine and the resulting mixture was heated to 160° C. for 3 hours. Then the reaction mixture was brought back to room temperature and diethyl ether (10 ml) and n-hexane (20 ml) were added thereto. The precipitate was taken up by filtration and washed several times with n-hexane to thereby give 0.413 g of the title compound as a yellow powder. Product: ClC=1C=C(C=C(C1OCCCCOCC\C=C(\C(F)(F)F)/Cl)Cl)OCC=C(Cl)Cl ((Z)-3,5-dichloro-1-(3,3-dichloro-2-propenyloxy)-4-(4-(4-chloro-5,5,5-trifluoro-3-pentenyloxy)butyloxy)benzene). Solvent: CN(C=O)C (N,N-dimethylformamide). Reaction conditions: time 1 hour. Yield: 79.2%. Reported procedure: A mixture of 0.57 g of 3,5-dichloro-1-(3,3-dichloro-2-propenyloxy)-4-(4-(4,4-dichloro-5,5,5-trifluoro-3-hydroxypentyloxy)butyloxy)benzene, 0.16 g of pyridine, 0.12 g of acetic anhydride, 10 mg of N,N-dimethyl-4-aminopyridine and 20 ml of N,N-dimethylformamide was stirred at room temperature for 30 minutes, to which 0.078 g of zinc dust was added. The reaction mixture was further stirred at room temperature for 1 hour, poured into 20 ml of diluted hydrochloric acid and extracted twice with 50 ml ... Starting materials: ClC=1C=C(C=C(C1OCCCCOCCC(C(C(F)(F)F)(Cl)Cl)O)Cl)OCC=C(Cl)Cl (3,5-dichloro-1-(3,3-dichloro-2-propenyloxy)-4-(4-(4,4-dichloro-5,5,5-trifluoro-3-hydroxypentyloxy)butyloxy)benzene), N1=CC=CC=C1 (pyridine), C(C)(=O)OC(C)=O (acetic anhydride), Cl (hydrochloric acid), crude product, CF3. Reagents/catalysts: [Zn] (zinc), CN(C)C1=CC=NC=C1 (N,N-dimethyl-4-aminopyridine). Reaction SMILES: [Cl:1][C:2]1[CH:3]=[C:4]([O:26][CH2:27][CH:28]=[C:29]([Cl:31])[Cl:30])[CH:5]=[C:6]([Cl:25])[C:7]=1[O:8][CH2:9][CH2:10][CH2:11][CH2:12][O:13][CH2:14][CH2:15][CH:16](O)[C:17](Cl)([Cl:22])[C:18]([F:21])([F:20])[F:19].N1C=CC=CC=1.C(OC(=O)C)(=O)C.Cl>CN(C1C=CN=CC=1)C.[Zn].CN(C)C=O>[Cl:1][C:2]1[CH:3]=[C:4]([O:26][CH2:27][CH:28]=[C:29]([Cl:31])[Cl:30])[CH:5]=[C:6]([Cl:25])[C:7]=1[O:8][CH2:9][CH2:10][CH2:11][CH2:12][O:13][CH2:14][CH2:15]/[CH:16]=[C:17](\[Cl:22])/[C:18]([F:21])([F:20])[F:19]. Product: Nc1nc2c(ncn2C2OC(CO)C(O)C2F)c(=O)[nH]1. RXN SMILES: [NH2:1][c:2]1[n:3][c:4]([NH2:20])[c:5]2[n:6][cH:7][n:8]([CH:11]3[CH:12]([F:19])[CH:13]([OH:14])[CH:15]([CH2:17][OH:18])[O:16]3)[c:9]2[n:10]1.[OH2:21]>>[NH2:1][c:2]1[nH:3][c:4](=[O:21])[c:5]2[n:6][cH:7][n:8]([CH:11]3[CH:12]([F:19])[CH:13]([OH:14])[CH:15]([CH2:17][OH:18])[O:16]3)[c:9]2[n:10]1. The reactants are Nc1nc(N)c2ncn(C3OC(CO)C(O)C3F)c2n1, O. The reactants are ice, NC1=CC=C(C(=O)OC)C=C1 (Methyl 4-aminobenzoate), N1=CC=CC=C1 (pyridine), CN(C)C1=NC=CC=C1 (dimethylaminopyridine), ClC(=O)OC (methyl chloroformate). Run in C(Cl)Cl (methylene chloride). Conditions: time 16 hour. The product is COC(=O)NC1=CC=C(C(=O)OC)C=C1 (methyl 4-(methoxycarbonyl)aminobenzoate). Isolated yield 71.7%. Reaction SMILES: [NH2:1][C:2]1[CH:11]=[CH:10][C:5]([C:6]([O:8][CH3:9])=[O:7])=[CH:4][CH:3]=1.N1C=CC=CC=1.CN(C1C=CC=CN=1)C.Cl[C:28]([O:30][CH3:31])=[O:29]>C(Cl)Cl>[CH3:31][O:30][C:28]([NH:1][C:2]1[CH:3]=[CH:4][C:5]([C:6]([O:8][CH3:9])=[O:7])=[CH:10][CH:11]=1)=[O:29]. Procedure: Methyl 4-aminobenzoate (Aldrich, 5.0 g, 33 mmol) was dissolved in 120 mL of anhydrous methylene chloride containing pyridine (3.2 mL, 39.6 mmol) and dimethylaminopyridine (DMAP, 500 mg) was added. To the ice-cooled mixture was added methyl chloroformate (2.80 mL, 36.3 mmol) while stirring. The stirring was continued for 16 h at room temperature. The reaction was quenched with water (50 mL) and the organic layer separated. The aqueous layer was extracted with chloroform (50 mL). The combined orga... Starting materials: ClCC(=O)N(CCC=1NC2=CC=CC=C2C1C1=CC=CC=C1)CC1CC1 (2-chloro-N-cyclopropylmethyl-N-[2-(3-phenyl-1H-indol-2-yl)ethyl]acetamide). Reagents/catalysts: [Br-].C(C1=CC=CC=C1)[N+](CCCC)(CCCC)CCCC (N-benzyltributyl-ammoniumbromide). Run in C(Cl)Cl (methylene chloride), C(Cl)Cl (methylene chloride), [OH-].[Na+] (sodium hydroxide), O (water). Run at time 10 minute. The product is C1(CC1)CN1C(CN2C(=C(C=3C=CC=CC23)C2=CC=CC=C2)CC1)=O (2,3-dihydro-3-cyclopropylmethyl-11-phenyl-1H-[1,4]diazepino[1,7-a]indol-4(5H)-one). Reaction SMILES: Cl[CH2:2][C:3]([N:5]([CH2:23][CH:24]1[CH2:26][CH2:25]1)[CH2:6][CH2:7][C:8]1[NH:9][C:10]2[C:15]([C:16]=1[C:17]1[CH:22]=[CH:21][CH:20]=[CH:19][CH:18]=1)=[CH:14][CH:13]=[CH:12][CH:11]=2)=[O:4]>C(Cl)Cl.[Br-].C([N+](CCCC)(CCCC)CCCC)C1C=CC=CC=1.[OH-].[Na+].O>[CH:24]1([CH2:23][N:5]2[CH2:6][CH2:7][C:8]3=[C:16]([C:17]4[CH:22]=[CH:21][CH:20]=[CH:19][CH:18]=4)[C:15]4[CH:14]=[CH:13][CH:12]=[CH:11][C:10]=4[N:9]3[CH2:2][C:3]2=[O:4])[CH2:26][CH2:25]1 |f:2.3,4.5|. Procedure: A solution of 184.3 g 2-chloro-N-cyclopropylmethyl-N-[2-(3-phenyl-1H-indol-2-yl)ethyl]acetamide in 1843 ml methylene chloride is added dropwise under vigorous stirring to a suspension of 17.9 g N-benzyltributyl-ammoniumbromide in 1843 ml methylene chloride and 921 ml 30% sodium hydroxide. The mixture is stirred for further 10 minutes and diluted with 1 l water. The organic phase is separated, washed with water, dried and evaporated to dryness. The residue is dissolved in 500 ml boiling ethanol, ... Starting materials: C1(CCCC2=CC=CC=C12)C(=O)O (1,2,3,4-tetrahydronaphthalene-1-carboxylic acid), C(C)C1=CC=C(C=C1)NCC1=CC=C(C=C1)N1CCOCC1 ((4-ethylphenyl)[(4-morpholinophenyl)methyl]amine). Product: C(C)C1=CC=C(C=C1)N(C(=O)C1CCCC2=CC=CC=C12)CC1=CC=C(C=C1)N1CCOCC1 (N-(4-ethylphenyl)-N-[(4-morpholinophenyl)methyl]-1,2,3,4-tetrahydronaphthalene-1-carboxamide). The yield is 68.4%. Reaction SMILES: [CH:1]1([C:11]([OH:13])=O)[C:10]2[C:5](=[CH:6][CH:7]=[CH:8][CH:9]=2)[CH2:4][CH2:3][CH2:2]1.[CH2:14]([C:16]1[CH:21]=[CH:20][C:19]([NH:22][CH2:23][C:24]2[CH:29]=[CH:28][C:27]([N:30]3[CH2:35][CH2:34][O:33][CH2:32][CH2:31]3)=[CH:26][CH:25]=2)=[CH:18][CH:17]=1)[CH3:15]>>[CH2:14]([C:16]1[CH:21]=[CH:20][C:19]([N:22]([CH2:23][C:24]2[CH:29]=[CH:28][C:27]([N:30]3[CH2:31][CH2:32][O:33][CH2:34][CH2:35]3)=[CH:26][CH:25]=2)[C:11]([CH:1]2[C:10]3[C:5](=[CH:6][CH:7]=[CH:8][CH:9]=3)[CH2:4][CH2:3][CH2:2]2)=[O:13])=[CH:18][CH:17]=1)[CH3:15]. Reported procedure: By the reaction and treatment in the same manner as in Example 12 using 1,2,3,4-tetrahydronaphthalene-1-carboxylic acid (0.34 g) and (4-ethylphenyl)[(4-morpholinophenyl)methyl]amine (0.59 g) as starting materials, N-(4-ethylphenyl)-N-[(4-morpholinophenyl)methyl]-1,2,3,4-tetrahydronaphthalene-1-carboxamide (0.60 g) was obtained. The reactants are C(C)(C)(C)OC(NC(CC1=CC(=CC=C1)N1C(N(CC=2C1=NC(=NC2)SC)C2=C(C=CC=C2Cl)Cl)=O)(C)C)=O ((2-[3-[3-(2,6-dichlorophenyl)-7-methylthio-2-oxo-3,4-dihydro-2H-pyrimido[4,5-d]pyrimidin-1-yl]-phenyl]-1,1-dimethyl-ethyl)-carbamic acid tert-butyl ester), ClC1=CC(=CC=C1)C(=O)OO (3-chloroperbenzoic acid), C([O-])(O)=O.[Na+] (sodium bicarbonate), CS(=O)C (Dimethyl sulfoxide). Solvent: ClCCl (dichloromethane). Reaction conditions: time 3 hour. Yields the product C(C)(C)(C)OC(NC(CC1=CC(=CC=C1)N1C(N(CC=2C1=NC(=NC2)S(=O)(=O)C)C2=C(C=CC=C2Cl)Cl)=O)(C)C)=O ((2-[3-[3-(2,6-dichlorophenyl)-7-methanesulfonyl-2-oxo-3,4-dihydro-2H-pyrimido[4,5-d]pyrimidin-1-yl]-phenyl]-1,1-dimethyl-ethyl)-carbamic acid tert-butyl ester). Isolated yield 100.0%. Reaction SMILES: [C:1]([O:5][C:6](=[O:39])[NH:7][C:8]([CH3:38])([CH3:37])[CH2:9][C:10]1[CH:15]=[CH:14][CH:13]=[C:12]([N:16]2[C:21]3=[N:22]C(SC)=[N:24][CH:25]=[C:20]3[CH2:19][N:18]([C:28]3[C:33]([Cl:34])=[CH:32][CH:31]=[CH:30][C:29]=3[Cl:35])[C:17]2=[O:36])[CH:11]=1)([CH3:4])([CH3:3])[CH3:2].ClC1C=CC=C(C(OO)=[O:48])C=1.[CH3:51][S:52]([CH3:54])=[O:53].C(=O)(O)[O-].[Na+]>ClCCl>[C:1]([O:5][C:6](=[O:39])[NH:7][C:8]([CH3:38])([CH3:37])[CH2:9][C:10]1[CH:15]=[CH:14][CH:13]=[C:12]([N:16]2[C:21]3=[N:22][C:51]([S:52]([CH3:54])(=[O:48])=[O:53])=[N:24][CH:25]=[C:20]3[CH2:19][N:18]([C:28]3[C:33]([Cl:34])=[CH:32][CH:31]=[CH:30][C:29]=3[Cl:35])[C:17]2=[O:36])[CH:11]=1)([CH3:4])([CH3:3])[CH3:2] |f:3.4|. Procedure details: A solution of 350 mg (0.6 mmol) of (2-[3-[3-(2,6-dichlorophenyl)-7-methylthio-2-oxo-3,4-dihydro-2H-pyrimido[4,5-d]pyrimidin-1-yl]-phenyl]-1,1-dimethyl-ethyl)-carbamic acid tert-butyl ester in 10 ml of dichloromethane was treated with 400 mg (1.2 mmol) of 3-chloroperbenzoic acid (50% w/w water) and the mixture stirred for 3 hours. Dimethyl sulfoxide (0.5 ml) was added. After a further 10 minutes 10 ml of saturated aqueous sodium bicarbonate was added. The organic phase was dried over magnesium su...